Dataset: the Open Reaction Database (ORD), a public repository of structured organic reaction records. Task: describe an organic reaction: reactants, conditions, products, and yield The reactants are CC(C)CN(OCc1ccccc1)C(=O)OC(C)(C)C, CCO, O=C[O-], [NH4+]. Product: CC(C)CN(O)C(=O)OC(C)(C)C. RXN SMILES: [C:5]([CH3:6])([CH3:7])([CH3:8])[O:9][C:10]([N:11]([CH2:12][CH:13]([CH3:14])[CH3:15])[O:16][CH2:17][c:18]1[cH:19][cH:20][cH:21][cH:22][cH:23]1)=[O:24].[CH3:25][CH2:26][OH:27].[CH:1]([O-:2])=[O:3].[NH4+:4]>>[C:5]([CH3:6])([CH3:7])([CH3:8])[O:9][C:10]([N:11]([CH2:12][CH:13]([CH3:14])[CH3:15])[OH:16])=[O:24]. The reactants are CO (MeOH), COC(=O)C1=CC2=C(N(C=N2)CCC#N)C=C1 (1-(2-cyanoethyl)-1H-benzimidazole-5-carboxylic acid methyl ester), [Li+].[OH-] (LiOH). Solvent: C1CCOC1 (THF), O (water). Conditions: time 1 hour. Product: C(#N)CCN1C=NC2=C1C=CC(=C2)C(=O)O (1-(2-cyanoethyl)-1H-benzoimidazole-5-carboxylic acid). Yield: 93.5%. Reaction SMILES: C[O:2][C:3]([C:5]1[CH:17]=[CH:16][C:8]2[N:9]([CH2:12][CH2:13][C:14]#[N:15])[CH:10]=[N:11][C:7]=2[CH:6]=1)=[O:4].[Li+].[OH-].CO>C1COCC1.O>[C:14]([CH2:13][CH2:12][N:9]1[C:8]2[CH:16]=[CH:17][C:5]([C:3]([OH:4])=[O:2])=[CH:6][C:7]=2[N:11]=[CH:10]1)#[N:15] |f:1.2|. Procedure: To a solution of 1-(2-cyanoethyl)-1H-benzimidazole-5-carboxylic acid methyl ester (4.0 g, 17.4 mmol) in THF (30 mL) was added LiOH (1.67 g, 69.79 mmol) in water (8 mL) followed by MeOH (2 mL). Stirring continued at the ambient temperature for 1 h. It was then concentrated and acidified with 2N HCl. The solids formed were filtered and dried which afforded 1-(2-cyanoethyl)-1H-benzoimidazole-5-carboxylic acid (3.5 g, 95%). 1H NMR (300 MHz, DMSO-d6) δ 3.1 (t, 2H), 4.6 (t, 2H), 7.8 (d, 1H), 7.9 (dd, ... The reactants are ClC=1C2=C(SC1)C(=C(C(=C2)OC)O)[N+](=O)[O-] (3-chloro-6-hydroxy-5-methoxy-7-nitro-benzo[b]thiophene), [Cl-].[Cl-].[Cl-].[Al+3] (aluminum trichloride), Cl (hydrochloric acid). Run in N1=CC=CC=C1 (pyridine). Conditions: temperature 90 celsius. Yields the product ClC=1C2=C(SC1)C(=C(C(=C2)O)O)[N+](=O)[O-] (3-Chloro-5,6-dihydroxy-7-nitro-benzo[b]thiophene). As a reaction SMILES: [Cl:1][C:2]1[C:3]2[CH:10]=[C:9]([O:11]C)[C:8]([OH:13])=[C:7]([N+:14]([O-:16])=[O:15])[C:4]=2[S:5][CH:6]=1.[Cl-].[Cl-].[Cl-].[Al+3].Cl>N1C=CC=CC=1>[Cl:1][C:2]1[C:3]2[CH:10]=[C:9]([OH:11])[C:8]([OH:13])=[C:7]([N+:14]([O-:16])=[O:15])[C:4]=2[S:5][CH:6]=1 |f:1.2.3.4|. Procedure: To the solution of 3-chloro-6-hydroxy-5-methoxy-7-nitro-benzo[b]thiophene (0.13 g) and pyridine (3.3 ml) was gradually added aluminum trichloride (0.09 g). The reaction mixture was heated at 90° C. for 2 hours. To the warm reaction (60° C.) mixture was added the mixture of ice and concentrated hydrochloric acid (1:1). The product was filtered, washed with 1M hydrochloric acid and water and dried under vacuum. The reactants are C(C)N(CC)CC1=C(C=C(S1)C(=O)O)C (5-diethylaminomethyl-4-methyl-thiophene-2-carboxylic acid), OCC(=O)NC[C@@H](COC1=C(C=C(C=C1C)C(NO)=N)Cl)O ((S)-2-hydroxy-N-(2-hydroxy-3-[4-(N-hydroxycarbamimidoyl)-2-chloro-6-methyl-phenoxy]-propyl)-acetamide). Product: C(C)N(CC)CC1=C(C=C(S1)C1=NC(=NO1)C1=CC(=C(OC[C@H](CNC(CO)=O)O)C(=C1)C)Cl)C (N-((2S)-3-{4-[5-(5-Diethylaminomethyl-4-methyl-thiophen-2-yl)-[1,2,4]oxadiazol-3-yl]-2-chloro-6-methyl-phenoxy}-2-hydroxy-propyl)-2-hydroxy-acetamide). Isolated yield 50.7%. Reaction SMILES: [CH2:1]([N:3]([CH2:6][C:7]1[S:11][C:10]([C:12]([OH:14])=O)=[CH:9][C:8]=1[CH3:15])[CH2:4][CH3:5])[CH3:2].[OH:16][CH2:17][C:18]([NH:20][CH2:21][C@H:22]([OH:37])[CH2:23][O:24][C:25]1[C:30]([CH3:31])=[CH:29][C:28]([C:32](=[NH:35])[NH:33]O)=[CH:27][C:26]=1[Cl:36])=[O:19]>>[CH2:4]([N:3]([CH2:6][C:7]1[S:11][C:10]([C:12]2[O:14][N:33]=[C:32]([C:28]3[CH:29]=[C:30]([CH3:31])[C:25]([O:24][CH2:23][C@@H:22]([OH:37])[CH2:21][NH:20][C:18](=[O:19])[CH2:17][OH:16])=[C:26]([Cl:36])[CH:27]=3)[N:35]=2)=[CH:9][C:8]=1[CH3:15])[CH2:1][CH3:2])[CH3:5]. Reported procedure: The title compound (31 mg) is prepared starting from 5-diethylaminomethyl-4-methyl-thiophene-2-carboxylic acid (30 mg, 130 μmol) and (S)-2-hydroxy-N-(2-hydroxy-3-[4-(N-hydroxycarbamimidoyl)-2-chloro-6-methyl-phenoxy]-propyl)-acetamide (39 mg, 117 μmol) according to Method A; LC-MS: tR=0.53 min; [M+1]+=523.14; 1H NMR (D6-DMSO): δ1.03 (t, J=7.0 Hz, 6H), 2.22 (s, 3H), 2.40 (s, 3H), 2.58 (q, J=7.0 Hz, 4H), 3.20-3.29 (m, 1H), 3.40-3.48 (m, 1H), 3.74 (s, 2H), 3.83 (d, J=5.8 Hz, 2H), 3.86-4.01 (m, 3H),...